This data is from the Open Reaction Database (ORD), a public repository of structured organic reaction records. The task is: describe an organic reaction: reactants, conditions, products, and yield The reactants are Cc1cccc(-n2nc(C)cc2-c2ccnc(NCc3ccccc3)c2)c1, CC(=O)O, [OH-], [OH-], [Pd+2]. Product: Cc1cccc(-n2nc(C)cc2-c2ccnc(N)c2)c1. RXN SMILES: [CH2:1]([c:2]1[cH:3][cH:4][cH:5][cH:6][cH:7]1)[NH:8][c:9]1[n:10][cH:11][cH:12][c:13](-[c:15]2[cH:16][c:17]([CH3:27])[n:18][n:19]2-[c:20]2[cH:21][c:22]([CH3:26])[cH:23][cH:24][cH:25]2)[cH:14]1.[CH3:31][C:32](=[O:33])[OH:34].[OH-:28].[OH-:30].[Pd+2:29]>>[NH2:8][c:9]1[n:10][cH:11][cH:12][c:13](-[c:15]2[cH:16][c:17]([CH3:27])[n:18][n:19]2-[c:20]2[cH:21][c:22]([CH3:26])[cH:23][cH:24][cH:25]2)[cH:14]1. Starting materials: C[S+](C)C, CC(C)(C)[O-], CS(C)=O, [I-], [K+], Nc1ncnc2c1c(-c1ccc(Oc3ccccc3)cc1)cn2C1CCC(=O)CC1, C1CCOC1, O. Yields the product Nc1ncnc2c1c(-c1ccc(Oc3ccccc3)cc1)cn2C1CCC2(CC1)CO2. As a reaction SMILES: [CH3:32][S+:33]([CH3:34])[CH3:35].[CH3:36][C:37]([CH3:38])([O-:39])[CH3:40].[CH3:48][S:49](=[O:50])[CH3:51].[I-:31].[K+:41].[NH2:1][c:2]1[c:3]2[c:4]([n:5][cH:6][n:7]1)[n:8]([CH:24]1[CH2:25][CH2:26][C:27](=[O:30])[CH2:28][CH2:29]1)[cH:9][c:10]2-[c:11]1[cH:12][cH:13][c:14]([O:17][c:18]2[cH:19][cH:20][cH:21][cH:22][cH:23]2)[cH:15][cH:16]1.[O:43]1[CH2:44][CH2:45][CH2:46][CH2:47]1.[OH2:42]>>[NH2:1][c:2]1[c:3]2[c:4]([n:5][cH:6][n:7]1)[n:8]([CH:24]1[CH2:25][CH2:26][C:27]3([CH2:28][CH2:29]1)[O:30][CH2:32]3)[cH:9][c:10]2-[c:11]1[cH:12][cH:13][c:14]([O:17][c:18]2[cH:19][cH:20][cH:21][cH:22][cH:23]2)[cH:15][cH:16]1. Starting materials: CC(=O)NCCC1=CNC2=C1C=C(C=C2)O (N-acetyl serotonine), S(=O)(=O)(OC)OC (dimethyl sulphate), [OH-].[Na+] (sodium hydroxide). Product: CC(=O)NCCC1=CNC2=C1C=C(C=C2)OC (melatonine). As a reaction SMILES: [CH3:1][C:2]([NH:4][CH2:5][CH2:6][C:7]1[C:11]2[CH:12]=[C:13]([OH:16])[CH:14]=[CH:15][C:10]=2[NH:9][CH:8]=1)=[O:3].S(OC)(O[CH3:21])(=O)=O.[OH-].[Na+]>>[CH3:1][C:2]([NH:4][CH2:5][CH2:6][C:7]1[C:11]2[CH:12]=[C:13]([O:16][CH3:21])[CH:14]=[CH:15][C:10]=2[NH:9][CH:8]=1)=[O:3] |f:2.3|. Procedure details: To the aqueous alcoholic solution containing N-acetyl serotonine prepared in Example 2, there were added slowly and simultaneously 36 g of dimethyl sulphate and 20 g of 30% sodium hydroxide so that the pH was maintained at 12.5, while ensuring that the temperature did not exceed 40° C. During this operation, a part of the melatonine formed crystallised and this was filtered after neutralisation. The mother-liquor of crystallisation was decolourised with activated carbon, concentrated to eliminat... RXN SMILES: [BH4-:12].[CH3:14][OH:15].[Cl:1][C:2]1([Cl:11])[C:3](=[O:10])[CH:4]2[CH2:5][CH2:6][CH:7]=[CH:8][CH:9]12.[Na+:13]>>[Cl:1][C:2]1([Cl:11])[CH:3]([OH:10])[CH:4]2[CH2:5][CH2:6][CH:7]=[CH:8][CH:9]12. Yields the product OC1C2CCC=CC2C1(Cl)Cl. Reactants: [BH4-], CO, O=C1C2CCC=CC2C1(Cl)Cl, [Na+]. The reactants are C(C)(C)(C)OC(=O)N(C=1SC(=C(C1C(=O)OCC)C)C)C(=O)OC(C)(C)C (Ethyl 2-bis(t-butoxycarbonyl)amino-4,5-dimethylthiophene3-carboxylate), C(C)(=O)O (acetic acid), CO (methanol), [OH-].[K+] (potassium hydroxide). The solvent is O (water). Reaction conditions: time 8 hour. Yields the product C(C)(C)(C)OC(=O)NC=1SC(=C(C1C(=O)O)C)C (2-t-Butoxycarbonylamino-4,5-dimethylthiophene-3-carboxylic acid). RXN SMILES: [C:1]([O:5][C:6]([N:8](C(OC(C)(C)C)=O)[C:9]1[S:10][C:11]([CH3:20])=[C:12]([CH3:19])[C:13]=1[C:14]([O:16]CC)=[O:15])=[O:7])([CH3:4])([CH3:3])[CH3:2].CO.[OH-].[K+].C(O)(=O)C>O>[C:1]([O:5][C:6]([NH:8][C:9]1[S:10][C:11]([CH3:20])=[C:12]([CH3:19])[C:13]=1[C:14]([OH:16])=[O:15])=[O:7])([CH3:4])([CH3:3])[CH3:2] |f:2.3|. Reported procedure: Ethyl 2-bis(t-butoxycarbonyl)amino-4,5-dimethylthiophene3-carboxylate (13.6 g, 34 mmol) was hydrolysed by refluxing in 70 ml of water and 140 ml of methanol with 7.63 g of potassium hydroxide. Addition of 8.1 ml of acetic acid and stirring overnight precipitated 8.27 g (90%) of 2-t-butoxycarbonylamino-4,5-dimethylthiophene-3-carboxylic acid. M.p. 185° C. (dec.). 1H-NMR (DMSO-d6, δ): 1.5 (s, 9H), 2.15 (s, 3H), 2.2 (s, 3H), 10.4 (s, 1H), 13.1 (br.s, 1H). Starting materials: CCOC(=O)C(C(C)=O)C(=O)Cc1ccccc1C, CCO, CC[O-], [Na+], O. As a reaction SMILES: [C:1](=[O:2])([CH3:3])[CH:4]([C:5](=[O:6])[O:7][CH2:8][CH3:9])[C:10]([CH2:11][c:12]1[c:13]([CH3:18])[cH:14][cH:15][cH:16][cH:17]1)=[O:19].[CH3:20][CH2:21][OH:22].[CH3:24][CH2:25][O-:26].[Na+:23].[OH2:27]>>[CH2:4]([C:5](=[O:6])[O:7][CH2:8][CH3:9])[C:10]([CH2:11][c:12]1[c:13]([CH3:18])[cH:14][cH:15][cH:16][cH:17]1)=[O:19]. Yields the product CCOC(=O)CC(=O)Cc1ccccc1C. Starting materials: ice water, C([O-])([O-])=O.[K+].[K+] (potassium carbonate), ClC1=NC=NC(=C1)Cl (4,6-dichloropyrimidine), CC1=CC(=CC2=C1N=CN2)O (7-methyl-3H-benzimidazol-5-ol). The solvent is CN(C)C=O (DMF). Conditions: temperature 50 celsius, time 8 hour. Yields the product ClC1=CC(=NC=N1)OC=1C=C(C2=C(NC=N2)C1)C (6-(6-chloro-pyrimidin-4-yloxy)-4-methyl-1H-benzimidazole). Reaction SMILES: C(=O)([O-])[O-].[K+].[K+].Cl[C:8]1[CH:13]=[C:12]([Cl:14])[N:11]=[CH:10][N:9]=1.[CH3:15][C:16]1[C:21]2[N:22]=[CH:23][NH:24][C:20]=2[CH:19]=[C:18]([OH:25])[CH:17]=1>CN(C=O)C>[Cl:14][C:12]1[N:11]=[CH:10][N:9]=[C:8]([O:25][C:18]2[CH:17]=[C:16]([CH3:15])[C:21]3[N:22]=[CH:23][NH:24][C:20]=3[CH:19]=2)[CH:13]=1 |f:0.1.2|. Procedure: 0.830 g (6.00 mmol) potassium carbonate were added to 307 mg (2.00 mmol) 4,6-dichloropyrimidine and 295 mg (2.00 mmol) 7-methyl-3H-benzimidazol-5-ol in 1.50 mL DMF and the mixture was stirred for 8 h at 50° C. Then the mixture was added to ice water added and extracted several times with EtOAc. The combined organic phases were dried on sodium sulphate, evaporated down and purified by preparative HPLC-MS. The product-containing fractions were combined and the acetonitrile was evaporated down. The... Procedure details: 1-(2-(Trimethylsilyl)ethyl) 1′-tert-butyl 5-formylspiro[indoline-3,3′-pyrrolidine]-1,1′-dicarboxylate (553 mg, 1.24 mmol) was dissolved in ethanol (12 mL). Thereafter, sodium borohydride (76.0 mg, 2.01 mmol) was added to the above obtained solution under cooling on ice, and the thus obtained mixture was then stirred at the same temperature as above for 30 minutes. Thereafter, water was added to the reaction solution, and the mixed solution was then extracted with chloroform. The organic layer wa... RXN SMILES: [CH:1]([C:3]1[CH:4]=[C:5]2[C:11]3([CH2:15][CH2:14][N:13]([C:16]([O:18][C:19]([CH3:22])([CH3:21])[CH3:20])=[O:17])[CH2:12]3)[CH2:10][N:9]([C:23]([O:25][CH2:26][CH2:27][Si:28]([CH3:31])([CH3:30])[CH3:29])=[O:24])[C:6]2=[CH:7][CH:8]=1)=[O:2].[BH4-].[Na+].O>C(O)C>[OH:2][CH2:1][C:3]1[CH:4]=[C:5]2[C:11]3([CH2:15][CH2:14][N:13]([C:16]([O:18][C:19]([CH3:20])([CH3:21])[CH3:22])=[O:17])[CH2:12]3)[CH2:10][N:9]([C:23]([O:25][CH2:26][CH2:27][Si:28]([CH3:31])([CH3:30])[CH3:29])=[O:24])[C:6]2=[CH:7][CH:8]=1 |f:1.2|. Reaction conditions: time 30 minute. Yield: 85.0%. Run in C(C)O (ethanol). Product: OCC=1C=C2C(=CC1)N(CC21CN(CC1)C(=O)OC(C)(C)C)C(=O)OCC[Si](C)(C)C (1-(2-(trimethylsilyl)ethyl) 1′-tert-butyl 5-(hydroxymethyl)spiro[indoline-3,3′-pyrrolidine]-1,1′-dicarboxylate). Reactants: [BH4-].[Na+] (sodium borohydride), C(=O)C=1C=C2C(=CC1)N(CC21CN(CC1)C(=O)OC(C)(C)C)C(=O)OCC[Si](C)(C)C (1-(2-(Trimethylsilyl)ethyl) 1′-tert-butyl 5-formylspiro[indoline-3,3′-pyrrolidine]-1,1′-dicarboxylate), O (water).